From a dataset of the Open Reaction Database (ORD), a public repository of structured organic reaction records. describe an organic reaction: reactants, conditions, products, and yield The reactants are C(C)(C)[C@@H]1N(C(OC1)=O)C(CCCC1=CC=CC=C1)=O (4-(S)-isopropyl-3-(1-oxo-4-phenylbutyl)-2-oxazolidinone), BrCC(=O)OC(C)(C)C (tert-butyl bromoacetate). Product: C(C)(C)[C@@H]1N(C(OC1)=O)C([C@H](CCC1=CC=CC=C1)CC(=O)OC(C)(C)C)=O (4-(S)-Isopropyl-3-[2-(R)-tert-butoxycarbonylmethyl-1-oxo-4-phenylbutyl]-2-oxazolidinone). As a reaction SMILES: [CH:1]([C@H:4]1[CH2:8][O:7][C:6](=[O:9])[N:5]1[C:10](=[O:20])[CH2:11][CH2:12][CH2:13][C:14]1[CH:19]=[CH:18][CH:17]=[CH:16][CH:15]=1)([CH3:3])[CH3:2].Br[CH2:22][C:23]([O:25][C:26]([CH3:29])([CH3:28])[CH3:27])=[O:24]>>[CH:1]([C@H:4]1[CH2:8][O:7][C:6](=[O:9])[N:5]1[C:10](=[O:20])[C@@H:11]([CH2:22][C:23]([O:25][C:26]([CH3:29])([CH3:28])[CH3:27])=[O:24])[CH2:12][CH2:13][C:14]1[CH:15]=[CH:16][CH:17]=[CH:18][CH:19]=1)([CH3:3])[CH3:2]. Procedure: Following the procedure described in Referential Example 4, but using 4-(S)-isopropyl-3-(1-oxo-4-phenylbutyl)-2-oxazolidinone (8.83 g), prepared in Referential Example 91, and tert-butyl bromoacetate (25.0 ml), there was obtained the desired compound (7.35 g). The reactants are C(C)OC(CC1=CC=C(C=C1)CC(=O)O)=O (1,4-phenylene diacetic acid monoethyl ester), Cl.NC1=C(C(=CC(=C1F)F)F)S (2-amino-3,4,6-trifluorothiophenol hydrochloride). The product is FC1=C(C=C(C2=C1N=C(S2)CC2=CC=C(C=C2)CC(=O)OCC)F)F (ethyl 4-[(4,5,7-trifluorobenzothiazol-2-yl)methyl]phenylacetate). The yield is 35.2%. RXN SMILES: [CH2:1]([O:3][C:4](=[O:16])[CH2:5][C:6]1[CH:11]=[CH:10][C:9]([CH2:12][C:13](O)=O)=[CH:8][CH:7]=1)[CH3:2].Cl.[NH2:18][C:19]1[C:24]([F:25])=[C:23]([F:26])[CH:22]=[C:21]([F:27])[C:20]=1[SH:28]>>[F:25][C:24]1[C:19]2[N:18]=[C:13]([CH2:12][C:9]3[CH:10]=[CH:11][C:6]([CH2:5][C:4]([O:3][CH2:1][CH3:2])=[O:16])=[CH:7][CH:8]=3)[S:28][C:20]=2[C:21]([F:27])=[CH:22][C:23]=1[F:26] |f:1.2|. Procedure details: The procedure of Example 16-i) was repeated using 1,4-phenylene diacetic acid monoethyl ester (510 mg, 2.1 mmol) and 2-amino-3,4,6-trifluorothiophenol hydrochloride (2.0 g, 11.7 mmol) to obtain ethyl 4-[(4,5,7-trifluorobenzothiazol-2-yl)methyl]phenylacetate (270 mg, 35%) as a colorless powder. Starting materials: NCC(O)C1=CC=C2C(=N1)COC(O2)C2=CC=CC=C2 (2-amino-1-(2-phenyl-4H-[1,3]dioxino[5,4-b]pyridin-6-yl)ethanol), C(C)(C)N(CC)C(C)C (diisopropylethylamine), BrCCCCCCOCCCCC=1C=C(C=CC1)S(=O)(=O)N (3-{4-[(6-bromohexyl)oxy]butyl}benzenesulfonamide). Solvent: CN(C=O)C (N,N-dimethylformamide). Yields the product C(=O)O.OC(CNCCCCCCOCCCCC=1C=C(C=CC1)S(=O)(=O)N)C1=NC(=C(C=C1)O)CO (3-(4-{[6-({2-Hydroxy-2-[5-hydroxy-6-(hydroxymethyl)pyridin-2-yl]ethyl}amino)hexyl]oxy}butyl)benzenesulfonamide formate). The yield is 22.1%. Reaction SMILES: [NH2:1][CH2:2][CH:3]([C:5]1[N:10]=[C:9]2[CH2:11][O:12][CH:13](C3C=CC=CC=3)[O:14][C:8]2=[CH:7][CH:6]=1)[OH:4].C(N(C(C)C)CC)(C)C.Br[CH2:31][CH2:32][CH2:33][CH2:34][CH2:35][CH2:36][O:37][CH2:38][CH2:39][CH2:40][CH2:41][C:42]1[CH:43]=[C:44]([S:48]([NH2:51])(=[O:50])=[O:49])[CH:45]=[CH:46][CH:47]=1>CN(C)C=O>[CH:13]([OH:14])=[O:12].[OH:4][CH:3]([C:5]1[CH:6]=[CH:7][C:8]([OH:14])=[C:9]([CH2:11][OH:12])[N:10]=1)[CH2:2][NH:1][CH2:31][CH2:32][CH2:33][CH2:34][CH2:35][CH2:36][O:37][CH2:38][CH2:39][CH2:40][CH2:41][C:42]1[CH:43]=[C:44]([S:48]([NH2:51])(=[O:50])=[O:49])[CH:45]=[CH:46][CH:47]=1 |f:4.5|. Procedure details: A stirred solution of 2-amino-1-(2-phenyl-4H-[1,3]dioxino[5,4-b]pyridin-6-yl)ethanol (100 mg) (EP220054A2), diisopropylethylamine (0.08 ml) and 3-{4-[(6-bromohexyl)oxy]butyl}benzenesulfonamide (120 mg) in N,N-dimethylformamide (2 ml) under nitrogen was heated to 50° for 18 h. The mixture was cooled to 20° and the solvent evaporated in vacuo. The residue was dissolved in acetic acid (4 ml) and water (2 ml) and was heated to 70° for 18 h. The mixture was cooled to 20°, the solvent evaporated in va... Reactants: O (water), ClC=1C=CC(=C(C1)N)[N+](=O)[O-] (5-chloro-2-nitrophenylamine), Cl.OC1CNCCC1 (3-hydroxypiperidine hydrochloride), C(=O)([O-])[O-].[K+].[K+] (K2CO3). The solvent is CN(C)C=O (DMF). Reaction conditions: temperature 120 celsius, time 18 hour. Yields the product NC=1C=C(C=CC1[N+](=O)[O-])N1CC(CCC1)O (1-(3-Amino-4-nitrophenyl)-piperidin-3-ol). The yield is 53.6%. As a reaction SMILES: Cl[C:2]1[CH:3]=[CH:4][C:5]([N+:9]([O-:11])=[O:10])=[C:6]([NH2:8])[CH:7]=1.Cl.[OH:13][CH:14]1[CH2:19][CH2:18][CH2:17][NH:16][CH2:15]1.C([O-])([O-])=O.[K+].[K+].O>CN(C=O)C>[NH2:8][C:6]1[CH:7]=[C:2]([N:16]2[CH2:17][CH2:18][CH2:19][CH:14]([OH:13])[CH2:15]2)[CH:3]=[CH:4][C:5]=1[N+:9]([O-:11])=[O:10] |f:1.2,3.4.5|. Reported procedure: A mixture of 5-chloro-2-nitrophenylamine (1.3 g, 7.0 mmol), 3-hydroxypiperidine hydrochloride (3.0 g, 20 mmol), and K2CO3 (3.0 g, 22 mmol) in DMF (10 mL) was stirred at 120° C. for 18 h. The reaction mixture was cooled to room temperature, poured into water (100 mL) and extracted with EtOAc (3×100 mL). The combined organic extracts were dried over Na2SO4, concentrated in vacuo, and purified by flash chromatography (silica gel, 4×7.5 cm, eluted with 50:50 CHCl3/EtOAc) to yield the product as an o... Starting materials: OCCC1CN(CCN1)C(=O)OC(C)(C)C (tert-Butyl 3-(2-hydroxyethyl)piperazine-1-carboxylate), BrCC(=O)C=1C(=C2COC(C2=CC1)=O)C (5-(2-bromoacetyl)-4-methylisobenzofuran-1(3H)-one), CCN(C(C)C)C(C)C (Hunig's base). Product: OCCC1CN(CCN1CC(=O)C=1C(=C2COC(C2=CC1)=O)C)C(=O)OC(C)(C)C (tert-butyl 3-(2-hydroxyethyl)-4-(2-(4-methyl-1-oxo-1,3-dihydroisobenzofuran-5-yl)-2-oxoethyl)piperazine-1-carboxylate). The solvent is [Cl-].[Na+].O (brine), O1CCCC1 (tetrahydrofuran). Procedure details: tert-Butyl 3-(2-hydroxyethyl)piperazine-1-carboxylate (6.91 g, 30.0 mmol) and 5-(2-bromoacetyl)-4-methylisobenzofuran-1(3H)-one (6.73 g, 25 mmol) were dissolved in tetrahydrofuran (100 mL) then added Hunig's base (8.73 mL, 50.0 mmol) and stirred at RT overnight. The reaction was poured into brine and extracted with EtOAc (2×). The combined organic layer was dried over Na2SO4, filtered and evaporated to dryness. The crude product was chromatographed through an ISCO Redi-Sep 330 g column and elute... As a reaction SMILES: [OH:1][CH2:2][CH2:3][CH:4]1[NH:9][CH2:8][CH2:7][N:6]([C:10]([O:12][C:13]([CH3:16])([CH3:15])[CH3:14])=[O:11])[CH2:5]1.Br[CH2:18][C:19]([C:21]1[C:22]([CH3:31])=[C:23]2[C:27](=[CH:28][CH:29]=1)[C:26](=[O:30])[O:25][CH2:24]2)=[O:20].CCN(C(C)C)C(C)C>O1CCCC1.[Cl-].[Na+].O>[OH:1][CH2:2][CH2:3][CH:4]1[N:9]([CH2:18][C:19]([C:21]2[C:22]([CH3:31])=[C:23]3[C:27](=[CH:28][CH:29]=2)[C:26](=[O:30])[O:25][CH2:24]3)=[O:20])[CH2:8][CH2:7][N:6]([C:10]([O:12][C:13]([CH3:16])([CH3:15])[CH3:14])=[O:11])[CH2:5]1 |f:4.5.6|.